Dataset: the Open Reaction Database (ORD), a public repository of structured organic reaction records. Task: describe an organic reaction: reactants, conditions, products, and yield Reactants: N1CCCCC1 (piperidine), ICCCC (iodobutane). The solvent is C(C)OCC (ethyl ether). Product: C(CCC)N1CCCCC1 (N-butylpiperidine). As a reaction SMILES: [NH:1]1[CH2:6][CH2:5][CH2:4][CH2:3][CH2:2]1.I[CH2:8][CH2:9][CH2:10][CH3:11]>C(OCC)C>[CH2:8]([N:1]1[CH2:6][CH2:5][CH2:4][CH2:3][CH2:2]1)[CH2:9][CH2:10][CH3:11]. Reported procedure: 45.0 g piperidine (0.53 mol) was added to 150 g ethyl ether. 48.6 g iodobutane (0.26 mol) was then added drop wise. After 3 days the resulting piperidine hydroiodide salt was removed by filtration and the N-butylpiperidine was recovered from the ether solution. Starting materials: COC(=O)c1cccc(-c2nc(CN3c4ccc(C(O)(C(F)(F)F)C(F)(F)F)cc4CC3C)c(C)o2)c1, CCOCC, Cl. The product is Cc1oc(-c2cccc(C(=O)O)c2)nc1CN1c2ccc(C(O)(C(F)(F)F)C(F)(F)F)cc2CC1C. RXN SMILES: [CH3:1][O:2][C:3]([c:4]1[cH:5][c:6](-[c:10]2[o:11][c:12]([CH3:36])[c:13]([CH2:15][N:16]3[CH:17]([CH3:35])[CH2:18][c:19]4[cH:20][c:21]([C:25]([C:26]([F:27])([F:28])[F:29])([C:30]([F:31])([F:32])[F:33])[OH:34])[cH:22][cH:23][c:24]43)[n:14]2)[cH:7][cH:8][cH:9]1)=[O:37].[CH3:39][CH2:40][O:41][CH2:42][CH3:43].[ClH:38]>>[O:2]=[C:3]([c:4]1[cH:5][c:6](-[c:10]2[o:11][c:12]([CH3:36])[c:13]([CH2:15][N:16]3[CH:17]([CH3:35])[CH2:18][c:19]4[cH:20][c:21]([C:25]([C:26]([F:27])([F:28])[F:29])([C:30]([F:31])([F:32])[F:33])[OH:34])[cH:22][cH:23][c:24]43)[n:14]2)[cH:7][cH:8][cH:9]1)[OH:37]. The product is O=C(O)c1cn2c3c(c(F)c(F)cc3c1=O)OCC21CC1. As a reaction SMILES: [CH3:30][CH2:31][OH:32].[F:1][c:2]1[cH:3][c:4]2[c:5](=[O:23])[c:6]([C:18](=[O:19])[O:20][CH2:21][CH3:22])[cH:7][n:8]3[c:9]2[c:10]([c:11]1[F:12])[O:13][CH2:14][C:15]31[CH2:16][CH2:17]1.[K+:24].[K+:25].[O-:26][C:27]([O-:28])=[O:29].[OH2:33]>>[F:1][c:2]1[cH:3][c:4]2[c:5](=[O:23])[c:6]([C:18](=[O:19])[OH:20])[cH:7][n:8]3[c:9]2[c:10]([c:11]1[F:12])[O:13][CH2:14][C:15]31[CH2:16][CH2:17]1. Reactants: CCO, CCOC(=O)c1cn2c3c(c(F)c(F)cc3c1=O)OCC21CC1, [K+], [K+], O=C([O-])[O-], O. Starting materials: N(=O)[O-].[Na+] (sodium nitrite), C(C1=CC=CC=C1)S(=O)C1=C(C=CC=C1)N (benzyl-(2-aminophenyl)-sulfoxide), cupric nitrate trihydrate, cuprous oxide. Solvent: O (water), OS(=O)(=O)O (H2SO4), O (water). Conditions: time 5 hour. Product: C1=CC=CC=2S(CC3=C(C21)C=CC=C3)=O (6H-dibenzo[b,d]thiopyran-5-oxide). Isolated yield 72.9%. RXN SMILES: [CH2:1]([S:8]([C:10]1[CH:15]=[CH:14][CH:13]=[CH:12][C:11]=1N)=[O:9])[C:2]1[CH:7]=[CH:6][CH:5]=[CH:4][CH:3]=1.N([O-])=O.[Na+]>OS(O)(=O)=O.O>[CH:14]1[C:15]2[C:3]3[CH:4]=[CH:5][CH:6]=[CH:7][C:2]=3[CH2:1][S:8](=[O:9])[C:10]=2[CH:11]=[CH:12][CH:13]=1 |f:1.2|. Reported procedure: To a stirred suspension of benzyl-(2-aminophenyl)-sulfoxide (1.9 g; 0.008 mol) in 30 ml of 11% H2SO4 was added a solution of sodium nitrite (0.78 g; 0.011 mol) in 20 ml of water at about 0° C. After 1 hour at 0° C. to the yellow solution was quickly added a solution of cupric nitrate trihydrate (34.2 g; 0.140 mol) in 75 ml of water and cuprous oxide (1.33 g; 0.009 mol). The solution was allowed to warm to room temperature and stirred for further 5 hours. The solid was filtered and treated with h... The product is CN1C2CCC1CC(Nc1cc(-n3c4ccccc4c4c(-c5ccc(C#N)nc5)cccc43)ccc1C(=O)O)C2, Cl. Reaction SMILES: [C:2](#[N:3])[c:4]1[cH:5][cH:6][c:7](-[c:10]2[cH:11][cH:12][cH:13][c:14]3[n:15](-[c:23]4[cH:24][c:25]([NH:36][CH:37]5[CH2:38][CH:39]6[CH2:40][CH2:41][CH:42]([CH2:43]5)[N:44]6[CH3:45])[c:26]([C:27](=[O:28])[O:29][C:30]([CH3:31])([CH3:32])[CH3:33])[cH:34][cH:35]4)[c:16]4[cH:17][cH:18][cH:19][cH:20][c:21]4[c:22]23)[cH:8][n:9]1.[ClH:1].[O:46]1[CH2:47][CH2:48][O:49][CH2:50][CH2:51]1>>[C:2](#[N:3])[c:4]1[cH:5][cH:6][c:7](-[c:10]2[cH:11][cH:12][cH:13][c:14]3[n:15](-[c:23]4[cH:24][c:25]([NH:36][CH:37]5[CH2:38][CH:39]6[CH2:40][CH2:41][CH:42]([CH2:43]5)[N:44]6[CH3:45])[c:26]([C:27](=[O:28])[OH:29])[cH:34][cH:35]4)[c:16]4[cH:17][cH:18][cH:19][cH:20][c:21]4[c:22]23)[cH:8][n:9]1.[ClH:1]. The reactants are CN1C2CCC1CC(Nc1cc(-n3c4ccccc4c4c(-c5ccc(C#N)nc5)cccc43)ccc1C(=O)OC(C)(C)C)C2, Cl, C1COCCO1. Starting materials: OCC(O)CO (glycerol), C(C1=CC=CC=C1)(C1=CC=CC=C1)(C1=CC=CC=C1)Cl (trityl chloride). The solvent is N1=CC=CC=C1 (pyridine). Conditions: time 8 hour. The product is C(C1=CC=CC=C1)(C1=CC=CC=C1)(C1=CC=CC=C1)OCC(O)CO (1-O-tritylglycerol). Yield: 56.8%. Reaction SMILES: [OH:1][CH2:2][CH:3]([CH2:5][OH:6])[OH:4].[C:7](Cl)([C:20]1[CH:25]=[CH:24][CH:23]=[CH:22][CH:21]=1)([C:14]1[CH:19]=[CH:18][CH:17]=[CH:16][CH:15]=1)[C:8]1[CH:13]=[CH:12][CH:11]=[CH:10][CH:9]=1>N1C=CC=CC=1>[C:7]([O:1][CH2:2][CH:3]([CH2:5][OH:6])[OH:4])([C:8]1[CH:13]=[CH:12][CH:11]=[CH:10][CH:9]=1)([C:20]1[CH:21]=[CH:22][CH:23]=[CH:24][CH:25]=1)[C:14]1[CH:15]=[CH:16][CH:17]=[CH:18][CH:19]=1. Procedure: In 50 ml of pyridine was dissolved 4.6 g (50 mmol) of glycerol followed by addition of 13.9 g (50 mmol) of trityl chloride and the mixture was stirred at ambient temperature overnight. The reaction mixture was then concentrated under reduced pressure and the residue was diluted with water and extracted with ether. The organic layer was washed with water, dried over magnesium sulfate, and concentrated. The residue was purified by column chromatography (silica gel/chloroform-methanol) to provide 9... Starting materials: FC=1C=CC(=NC1)C1=NOC(=C1CO)C ([3-(5-fluoro-pyridin-2-yl)-5-methyl-isoxazol-4-yl]-methanol). The reagents and catalysts are [O-2].[Mn+4].[O-2] (manganese(IV) oxide), [O-2].[Mn+4].[O-2] (manganese(IV) oxide). Solvent: C(Cl)Cl (DCM). Conditions: time 3 day. Product: FC=1C=CC(=NC1)C1=NOC(=C1C=O)C (3-(5-Fluoro-pyridin-2-yl)-5-methyl-isoxazole-4-carbaldehyde). Isolated yield 40.6%. RXN SMILES: [F:1][C:2]1[CH:3]=[CH:4][C:5]([C:8]2[C:12]([CH2:13][OH:14])=[C:11]([CH3:15])[O:10][N:9]=2)=[N:6][CH:7]=1>C(Cl)Cl.[O-2].[Mn+4].[O-2]>[F:1][C:2]1[CH:3]=[CH:4][C:5]([C:8]2[C:12]([CH:13]=[O:14])=[C:11]([CH3:15])[O:10][N:9]=2)=[N:6][CH:7]=1 |f:2.3.4|. Procedure details: To a solution of [3-(5-fluoro-pyridin-2-yl)-5-methyl-isoxazol-4-yl]-methanol (2.10 g, 10.1 mmol) in DCM (240 mL) was added manganese(IV) oxide (activated 85%, 20.63 g, 201 mmol) and the reaction mixture was stirred vigorously at room temperature for 3 days. The reaction mixture was filtered through dicalite and then fresh manganese(IV) oxide (activated 85%, 20.63 g, 201 mmol) was added and the reaction mixture stirred vigorously at room temperature for another 4 days. The reaction mixture was fi... The reactants are Cl, O=C(O)C=Cc1ccc(C(F)(F)F)nc1N1CCCC1, CS(=O)(=O)Nc1c(F)cc(CN)cc1C#N. Product: CS(=O)(=O)Nc1c(F)cc(CNC(=O)C=Cc2ccc(C(F)(F)F)nc2N2CCCC2)cc1C#N. Reaction SMILES: [ClH:17].[N:18]1([c:23]2[n:24][c:25]([C:34]([F:35])([F:36])[F:37])[cH:26][cH:27][c:28]2[CH:29]=[CH:30][C:31](=[O:32])[OH:33])[CH2:19][CH2:20][CH2:21][CH2:22]1.[NH2:1][CH2:2][c:3]1[cH:4][c:5]([C:15]#[N:16])[c:6]([NH:10][S:11](=[O:12])(=[O:13])[CH3:14])[c:7]([F:9])[cH:8]1>>[NH:1]([CH2:2][c:3]1[cH:4][c:5]([C:15]#[N:16])[c:6]([NH:10][S:11](=[O:12])(=[O:13])[CH3:14])[c:7]([F:9])[cH:8]1)[C:31]([CH:30]=[CH:29][c:28]1[c:23]([N:18]2[CH2:19][CH2:20][CH2:21][CH2:22]2)[n:24][c:25]([C:34]([F:35])([F:36])[F:37])[cH:26][cH:27]1)=[O:32]. Reactants: C(C=C)(=O)OCCCC (BA), NaPS, C(C(=C)C)(=O)O (MAA), resultant polymer. Solvent: O (water). Run at temperature 81 celsius. Product: C(C=C)(=O)OCCCC (butyl acrylate), C(C(=C)C)(=O)OC (methyl methacrylate), C(C(=C)C)(=O)O (methacrylic acid). Reaction SMILES: [C:1]([OH:6])(=[O:5])[C:2]([CH3:4])=[CH2:3].[C:7]([O:11][CH2:12][CH2:13][CH2:14][CH3:15])(=[O:10])[CH:8]=[CH2:9]>O>[C:7]([O:11][CH2:12][CH2:13][CH2:14][CH3:15])(=[O:10])[CH:8]=[CH2:9].[C:1]([O:6][CH3:7])(=[O:5])[C:2]([CH3:4])=[CH2:3].[C:1]([OH:6])(=[O:5])[C:2]([CH3:4])=[CH2:3]. Reported procedure: A sample of butyl acrylate (BA), methyl methacrylate (MMA), and methacrylic acid (MAA) polymer was prepared according to the procedure in Example 2 with the same monomer mixture which consisted of 28.21 g MAA, 663.1 g, 1468.8 g BA and 10.5 g SLS. In this case, a reaction vessel containing 1130 g deionized, buffered water and 5.0 g SLS was heated to 81° C. The remaining monomer mix, NaPS, as well as an additional 15.5 g of SLS were fed to the vessel after the initial addition of the mixture. Foll... Reactants: Cc1oc(Br)cc1CO, C1CCOC1. Product: Cc1oc(Br)cc1C=O. RXN SMILES: [Br:1][c:2]1[cH:3][c:4]([CH2:8][OH:9])[c:5]([CH3:7])[o:6]1.[O:10]1[CH2:11][CH2:12][CH2:13][CH2:14]1>>[Br:1][c:2]1[cH:3][c:4]([CH:8]=[O:9])[c:5]([CH3:7])[o:6]1.